This data is from the Open Reaction Database (ORD), a public repository of structured organic reaction records. The task is: describe an organic reaction: reactants, conditions, products, and yield Starting materials: S(O)(O)(=O)=O (Sulfuric acid), FC=1C=C(C(=O)O)C=CC1C (3-fluoro-4-methylbenzoic acid), C([O-])([O-])=O.[Na+].[Na+] (sodium carbonate). The solvent is CO (methanol). Yields the product FC=1C=C(C(=O)OC)C=CC1C (methyl 3-fluoro-4-methylbenzoate). The yield is 73.0%. As a reaction SMILES: S(=O)(=O)(O)O.[F:6][C:7]1[CH:8]=[C:9]([CH:13]=[CH:14][C:15]=1[CH3:16])[C:10]([OH:12])=[O:11].[C:17](=O)([O-])[O-].[Na+].[Na+]>CO>[F:6][C:7]1[CH:8]=[C:9]([CH:13]=[CH:14][C:15]=1[CH3:16])[C:10]([O:12][CH3:17])=[O:11] |f:2.3.4|. Procedure: Sulfuric acid (2 mL) was added to the solution of 3-fluoro-4-methylbenzoic acid (0.831 g, 5.23 mmol) in methanol (30 mL). The mixture was refluxed for 24 hours. After cooling, the solution was made alkaline by addition of an aqueous solution of sodium carbonate, concentrated under reduced pressure in order to remove methanol, and extracted with ethyl acetate. The organic layer was dried over magnesium sulfate and was evaporated to give 0.641 g (73%) of methyl 3-fluoro-4-methylbenzoate as an oily... Starting materials: ClC=1C=C(C=CC1F)B(O)O (3-Chloro-4-fluoro-phenylboronic acid), BrC=1C=CC(=C(C(=O)O)C1)O (5-bromo-2-hydroxy-benzoic acid), C(=O)([O-])[O-].[Na+].[Na+] (Na2CO3). Reagents/catalysts: C=1C=CC(=CC1)[P](C=2C=CC=CC2)(C=3C=CC=CC3)[Pd]([P](C=4C=CC=CC4)(C=5C=CC=CC5)C=6C=CC=CC6)([P](C=7C=CC=CC7)(C=8C=CC=CC8)C=9C=CC=CC9)[P](C=1C=CC=CC1)(C=1C=CC=CC1)C=1C=CC=CC1 (Pd (PPh3)4). The solvent is COCCOC (DME). Conditions: temperature 80 celsius. Yields the product ClC=1C=C(C=CC1F)C1=CC(=C(C=C1)O)C(=O)O (3′-chloro-4′-fluoro-4-hydroxy-biphenyl-3-carboxylic acid). Yield: 43.8%. As a reaction SMILES: [Cl:1][C:2]1[CH:3]=[C:4](B(O)O)[CH:5]=[CH:6][C:7]=1[F:8].Br[C:13]1[CH:14]=[CH:15][C:16]([OH:22])=[C:17]([CH:21]=1)[C:18]([OH:20])=[O:19].C([O-])([O-])=O.[Na+].[Na+]>COCCOC.C1C=CC([P]([Pd]([P](C2C=CC=CC=2)(C2C=CC=CC=2)C2C=CC=CC=2)([P](C2C=CC=CC=2)(C2C=CC=CC=2)C2C=CC=CC=2)[P](C2C=CC=CC=2)(C2C=CC=CC=2)C2C=CC=CC=2)(C2C=CC=CC=2)C2C=CC=CC=2)=CC=1>[Cl:1][C:2]1[CH:3]=[C:4]([C:13]2[CH:14]=[CH:15][C:16]([OH:22])=[C:17]([C:18]([OH:20])=[O:19])[CH:21]=2)[CH:5]=[CH:6][C:7]=1[F:8] |f:2.3.4,^1:38,40,59,78|. Reported procedure: 3-Chloro-4-fluoro-phenylboronic acid (3.2 g, 18.4 mmol), 5-bromo-2-hydroxy-benzoic acid (4.0 g, 18.4 mmol), and Pd (PPh3)4 (1.67 g, 1.84 mmol) were dissolved in 250 mL of DME, a 1 M Na2CO3 solution (46 mL, 46.0 mmol) added and the mixture heated to 80° C. for 20 h. The reaction mixture was filtered, partially evaporated and EtOAc (200 mL) and 1 N HCl (100 mL) added. The organic layer washed with 1N HCl and saturated sodium bicarbonate, dried over sodium sulfate, and evaporated. The crude materia... The reactants are CS(C)=O, C[S+](C)(C)=O, CC(=O)C=Cc1c(Cl)cccc1Cl, [I-], [Na+], [OH-]. Product: CC(=O)C1CC1c1c(Cl)cccc1Cl. RXN SMILES: [CH3:22][S:23]([CH3:24])=[O:25].[CH3:2][S+:3]([CH3:4])([CH3:5])=[O:6].[Cl:9][c:10]1[c:11]([CH:17]=[CH:18][C:19]([CH3:20])=[O:21])[c:12]([Cl:16])[cH:13][cH:14][cH:15]1.[I-:1].[Na+:8].[OH-:7]>>[CH2:2]1[CH:17]([c:11]2[c:10]([Cl:9])[cH:15][cH:14][cH:13][c:12]2[Cl:16])[CH:18]1[C:19]([CH3:20])=[O:21].